From a dataset of the Open Reaction Database (ORD), a public repository of structured organic reaction records. describe an organic reaction: reactants, conditions, products, and yield Starting materials: BrC1=C(C=CC=C1)C(F)(F)F (2-bromo-1-trifluoromethylbenzene), C1CCOC1 (THF), Mg, 12, C(C1=CC=CC=C1)N1C(CCCC1)=O (benzylpiperidone), [Cl-].[NH4+] (ammonium chloride). Reaction conditions: time 1 hour. Product: C(C1=CC=CC=C1)N1CCC(CC1)(C1=C(C=CC=C1)C(F)(F)F)O (1-benzyl-4-hydroxy-4-(2-tri-fluoromethylphenyl)piperidine). As a reaction SMILES: Br[C:2]1[CH:7]=[CH:6][CH:5]=[CH:4][C:3]=1[C:8]([F:11])([F:10])[F:9].[CH2:12]([N:19]1[CH2:24][CH2:23][CH2:22][CH2:21][C:20]1=O)[C:13]1[CH:18]=[CH:17][CH:16]=[CH:15][CH:14]=1.[Cl-].[NH4+].C1C[O:31]CC1>>[CH2:12]([N:19]1[CH2:24][CH2:23][C:22]([OH:31])([C:2]2[CH:7]=[CH:6][CH:5]=[CH:4][C:3]=2[C:8]([F:11])([F:10])[F:9])[CH2:21][CH2:20]1)[C:13]1[CH:18]=[CH:17][CH:16]=[CH:15][CH:14]=1 |f:2.3|. Reported procedure: 3.25 g (0.135 mol) of Mg are mixed with a spatula tipfull of 12, and a solution of 30.4 g (0.135 mol) of 2-bromo-1-trifluoromethylbenzene in 125 ml of THF is added dropwise. The mixture is stirred for one hour at room temperature and 10.1 g (0.041 mol) of benzylpiperidone are added dropwise. The mixture is stirred for 1 hour at room temperature and a saturated ammonium chloride solution is added. After extraction with ethyl ether, the organic phase is dried and the solvent is evaporated off unde... Reactants: C1(=CC=CC=C1)C(CC1=CC=NC=C1)=O (1-phenyl-2-pyrid-4-ylethanone), solution, Br (hydrobromic acid), BrBr (bromine). The solvent is C(C)(=O)O (acetic acid), C(C)(=O)O (acetic acid), C(C)(=O)O (acetic acid). Conditions: temperature 60 celsius. The product is BrC(C(=O)C1=CC=CC=C1)C1=CC=NC=C1 (2-Bromo-1-phenyl-2-pyrid-4-ylethanone). Reaction SMILES: [C:1]1([C:7](=[O:15])[CH2:8][C:9]2[CH:14]=[CH:13][N:12]=[CH:11][CH:10]=2)[CH:6]=[CH:5][CH:4]=[CH:3][CH:2]=1.[BrH:16].BrBr>C(O)(=O)C>[Br:16][CH:8]([C:9]1[CH:10]=[CH:11][N:12]=[CH:13][CH:14]=1)[C:7]([C:1]1[CH:6]=[CH:5][CH:4]=[CH:3][CH:2]=1)=[O:15]. Reported procedure: To a solution of 36 g (182 mmol) of 1-phenyl-2-pyrid-4-ylethanone in 350 mL of acetic acid are successively added at room temperature 28 ml (210 mmol) of a solution containing 30% by weight of hydrobromic acid in acetic acid and 10.1 ml (197 mmol) of bromine dissolved in 50 mL of acetic acid. The solution is heated at 60° C. for one hour and then cooled. The product is precipitated by adding diethyl ether, and 63 g of a yellow solid are isolated after drying.